The task is: describe an organic reaction: reactants, conditions, products, and yield. This data is from the Open Reaction Database (ORD), a public repository of structured organic reaction records. Reactants: COC1=CC=C(C=C1)C1=NC2=C(N1CC1=CC=C(C=C1)C=1C(=CC=CC1)C(=O)OC(C)(C)C)C=CC=C2 (tert.butyl 4'-[(2-(4-methoxyphenyl)-benzimidazol-1-yl)-methyl]biphenyl-2-carboxylate), FC(C(=O)O)(F)F (trifluoroacetic acid). The product is COC1=CC=C(C=C1)C1=NC2=C(N1CC1=CC=C(C=C1)C=1C(=CC=CC1)C(=O)O)C=CC=C2 (4'-[(2-(4-Methoxyphenyl)-benzimidazol-1-yl)-methyl]biphenyl-2-carboxylic acid). Reaction SMILES: [CH3:1][O:2][C:3]1[CH:8]=[CH:7][C:6]([C:9]2[N:13]([CH2:14][C:15]3[CH:20]=[CH:19][C:18]([C:21]4[C:22]([C:27]([O:29]C(C)(C)C)=[O:28])=[CH:23][CH:24]=[CH:25][CH:26]=4)=[CH:17][CH:16]=3)[C:12]3[CH:34]=[CH:35][CH:36]=[CH:37][C:11]=3[N:10]=2)=[CH:5][CH:4]=1.FC(F)(F)C(O)=O>>[CH3:1][O:2][C:3]1[CH:4]=[CH:5][C:6]([C:9]2[N:13]([CH2:14][C:15]3[CH:16]=[CH:17][C:18]([C:21]4[C:22]([C:27]([OH:29])=[O:28])=[CH:23][CH:24]=[CH:25][CH:26]=4)=[CH:19][CH:20]=3)[C:12]3[CH:34]=[CH:35][CH:36]=[CH:37][C:11]=3[N:10]=2)=[CH:7][CH:8]=1. Procedure details: Prepared in analogous manner to Example 9 from tert.butyl 4'-[(2-(4-methoxyphenyl)-benzimidazol-1-yl)-methyl]biphenyl-2-carboxylate and trifluoroacetic acid. Reactants: [OH-].[Na+] (NaOH), OO (H2O2), C(C)(C)(C)O[C@@H]1[C@]2(CCC(C=C2CCC1)=O)C ((4aS,5S)-5-tert-butoxy-4a-methyl-4,4a, 5,6,7,8-hexahydro-2(3H)-naphtalenone), CCC([BH-](C(CC)C)C(CC)C)C.[Li+] (L-selectride). Run in O (H2O), O1CCCC1 (tetrahydrofurane). Conditions: time 4.5 hour. Yields the product C(C)(C)(C)O[C@@H]1[C@]2(CC[C@@H](C=C2CCC1)O)C ((2S,4aS,5S)-5-tert-butoxy-4a-methyl-2,3,4,4a,5,6,7,8-octahydro-naphtalen-2-ol). The yield is 96.8%. Reaction SMILES: [C:1]([O:5][C@H:6]1[CH2:15][CH2:14][CH2:13][C:12]2[C@:7]1([CH3:17])[CH2:8][CH2:9][C:10](=[O:16])[CH:11]=2)([CH3:4])([CH3:3])[CH3:2].CCC(C)[BH-](C(C)CC)C(C)CC.[Li+].[OH-].[Na+].OO>O1CCCC1.O>[C:1]([O:5][C@H:6]1[CH2:15][CH2:14][CH2:13][C:12]2[C@:7]1([CH3:17])[CH2:8][CH2:9][C@H:10]([OH:16])[CH:11]=2)([CH3:4])([CH3:2])[CH3:3] |f:1.2,3.4|. Procedure: A solution of 30.1 g (0.13 mole) (4aS,5S)-5-tert-butoxy-4a-methyl-4,4a, 5,6,7,8-hexahydro-2(3H)-naphtalenone in 600 ml tetrahydrofurane was cooled under stirring and Argon atmosphere to -78° C. After dropwise addition of 140 ml (0.14 mole) of L-selectride (1 molar in tetrahydrofurane),the reaction mixture was kept at -78° C. for an additional hour, then warmed to room temperature and kept at this temperature for 4.5 hours. After cooling to -15° C., 12 ml of H2O, 90 ml of 4N NaOH and 100 ml of H2... The reactants are COc1cc2c(cc1OC)C(CN)OCC2, O=Cc1ccccc1, c1ccccc1. Yields the product COc1cc2c(cc1OC)C(CNCc1ccccc1)OCC2. RXN SMILES: [CH3:1][O:2][c:3]1[cH:4][c:5]2[c:10]([cH:11][c:12]1[O:13][CH3:14])[CH:9]([CH2:15][NH2:16])[O:8][CH2:7][CH2:6]2.[CH:17](=[O:18])[c:19]1[cH:20][cH:21][cH:22][cH:23][cH:24]1.[cH:25]1[cH:26][cH:27][cH:28][cH:29][cH:30]1>>[CH3:1][O:2][c:3]1[cH:4][c:5]2[c:10]([cH:11][c:12]1[O:13][CH3:14])[CH:9]([CH2:15][NH:16][CH2:17][c:19]1[cH:20][cH:21][cH:22][cH:23][cH:24]1)[O:8][CH2:7][CH2:6]2. Reactants: O=C([O-])[O-], CN(C)C=O, Cl, [K+], [K+], O=c1[nH]c2cc(Cl)ccc2n1C1CCNCC1, Cc1ccc(S(=O)(=O)OC2CCC(c3ccc(F)cc3)(c3ccc(F)cc3)C2)cc1, O. Product: O=c1[nH]c2cc(Cl)ccc2n1C1CCN(C2CCC(c3ccc(F)cc3)(c3ccc(F)cc3)C2)CC1. RXN SMILES: [C:49](=[O:50])([O-:51])[O-:52].[CH3:55][N:56]([CH3:57])[CH:58]=[O:59].[ClH:31].[K+:53].[K+:54].[NH:32]1[CH2:33][CH2:34][CH:35]([n:38]2[c:39](=[O:48])[nH:40][c:41]3[c:42]2[cH:43][cH:44][c:45]([Cl:47])[cH:46]3)[CH2:36][CH2:37]1.[O:1]([S:2]([c:3]1[cH:4][cH:5][c:6]([CH3:7])[cH:8][cH:9]1)(=[O:10])=[O:11])[CH:12]1[CH2:13][C:14]([c:17]2[cH:18][cH:19][c:20]([F:23])[cH:21][cH:22]2)([c:24]2[cH:25][cH:26][c:27]([F:30])[cH:28][cH:29]2)[CH2:15][CH2:16]1.[OH2:60]>>[CH:12]1([N:32]2[CH2:33][CH2:34][CH:35]([n:38]3[c:39](=[O:48])[nH:40][c:41]4[c:42]3[cH:43][cH:44][c:45]([Cl:47])[cH:46]4)[CH2:36][CH2:37]2)[CH2:13][C:14]([c:17]2[cH:18][cH:19][c:20]([F:23])[cH:21][cH:22]2)([c:24]2[cH:25][cH:26][c:27]([F:30])[cH:28][cH:29]2)[CH2:15][CH2:16]1. The reactants are ClC[C@@H]1C[C@@H](OC(O1)(C)C)CC(=O)OC(CC1=CC=CC=C1)(C)C (2-methyl-1-phenylpropan-2-yl 2-((4R,6S)-6-(chloromethyl)-2,2-dimethyl-1,3-dioxan-4-yl)acetate), CN1C(=NC2=C1C=CC=C2)[S-].[Na+] (Sodium 1-methyl-1H-benzo[d]imidazole-2-thiolate). The product is CC1(O[C@@H](C[C@@H](O1)CC(=O)OC(CC1=CC=CC=C1)(C)C)CSC1=NC2=C(N1C)C=CC=C2)C (2-methyl-1-phenylpropan-2-yl 2-((4R,6S)-2,2-dimethyl-6-((1-methyl-1H-benzo[d]imidazol-2-ylthio)methyl)-1,3-dioxan-4-yl)acetate). As a reaction SMILES: Cl[CH2:2][C@H:3]1[O:8][C:7]([CH3:10])([CH3:9])[O:6][C@@H:5]([CH2:11][C:12]([O:14][C:15]([CH3:24])([CH3:23])[CH2:16][C:17]2[CH:22]=[CH:21][CH:20]=[CH:19][CH:18]=2)=[O:13])[CH2:4]1.[CH3:25][N:26]1[C:30]2[CH:31]=[CH:32][CH:33]=[CH:34][C:29]=2[N:28]=[C:27]1[S-:35].[Na+]>>[CH3:9][C:7]1([CH3:10])[O:6][C@@H:5]([CH2:11][C:12]([O:14][C:15]([CH3:24])([CH3:23])[CH2:16][C:17]2[CH:22]=[CH:21][CH:20]=[CH:19][CH:18]=2)=[O:13])[CH2:4][C@@H:3]([CH2:2][S:35][C:27]2[N:26]([CH3:25])[C:30]3[CH:31]=[CH:32][CH:33]=[CH:34][C:29]=3[N:28]=2)[O:8]1 |f:1.2|. Procedure: The procedure was carried out in the same manner as in Example 11, except that 3.5 g of 2-methyl-1-phenylpropan-2-yl 2-((4R,6S)-6-(chloromethyl)-2,2-dimethyl-1,3-dioxan-4-yl)acetate was used in place of 30 g thereof, and sodium 1-methyl-1H-benzo[d]imidazole-2-thiolate (3.7 g) prepared in Example 9 was used in place of sodium 1-phenyl-1H-tetrazole-5-thiolate. The title compound was obtained (4.7 g). The reactants are CC(C)(C)OC(=O)NC(CCC(=O)Oc1ccccc1)C(=O)O, [Br]C1=CC=C(C(C)=O)C=C1 (1-acetyl-4-bromobenzene). Reagents/catalysts: [Cs+].[Cs+].[O-]C([O-])=O (CsCO3), CC(C)(C)C1=CC(=NC=C1)C2=NC=CC(=C2)C(C)(C)C (4,4-di-tert-butyl-2,2-bipyridyl), COCCOC.Cl[Ni]Cl (NiCl2-glyme), CC(C)(C)C1=CC2=N(->[Ir+]34(<-N5=CC(C(F)(F)F)=CC=C5C5=C(F)C=C(F)C=C53)(<-N3=CC(C(F)(F)F)=CC=C3C3=C(F)C=C(F)C=C34)<-N3=C2C=C(C(C)(C)C)C=C3)C=C1.F[P-](F)(F)(F)(F)F (Ir[dF(CF3)ppy]2(dtbbpy)PF6). Run in CN(C)C=O (DMF). Conditions: temperature 23 celsius, time 72 hour. The product is CC(=O)C1=CC=C(C(CCC(=O)Oc2ccccc2)NC(=O)OC(C)(C)C)C=C1. The yield is 77.0%. Reported procedure: Prior to irradiation, the reaction mixture was degassed by bubbling argon for 20 minutes The reactants are C(C1=CC=CC=C1)N1CCC(CC1)NC1=C(C=C(C=C1)F)N (1-Benzyl-4-(2-amino-4-fluoro-phenylamino)-piperidine), FC(CC(=O)O)(F)F (3,3,3-trifluoropropionic acid), CN1CCOCC1 (N-methyl-morpholine), solution. Run in ClCCl (dichloromethane), C(C)(=O)OCC (ethyl acetate). Reaction conditions: time 12 hour. Product: C(C1=CC=CC=C1)N1CCC(CC1)N(C1=C(C=C(C=C1)F)C(CC(F)(F)F)=O)N (1-Benzyl-4-(2-(3,3,3-trifluoropropanoyl)-amino-4-fluoro--phenylamino)-piperidine). Reaction SMILES: [CH2:1]([N:8]1[CH2:13][CH2:12][CH:11]([NH:14][C:15]2[CH:20]=[CH:19][C:18]([F:21])=[CH:17][C:16]=2N)[CH2:10][CH2:9]1)[C:2]1[CH:7]=[CH:6][CH:5]=[CH:4][CH:3]=1.[F:23][C:24]([F:30])([F:29])[CH2:25][C:26](O)=[O:27].C[N:32]1CCOCC1>ClCCl.C(OCC)(=O)C>[CH2:1]([N:8]1[CH2:13][CH2:12][CH:11]([N:14]([NH2:32])[C:15]2[CH:20]=[CH:19][C:18]([F:21])=[CH:17][C:16]=2[C:26](=[O:27])[CH2:25][C:24]([F:30])([F:29])[F:23])[CH2:10][CH2:9]1)[C:2]1[CH:7]=[CH:6][CH:5]=[CH:4][CH:3]=1. Procedure: To a solution of 9.1 g 1-Benzyl-4-(2-amino-4-fluoro-phenylamino)-piperidine, 2.7 ml 3,3,3-trifluoropropionic acid and 18.6 ml N-methyl-morpholine in 350 ml dichloromethane was dropped 36.4 ml of a 50% solution of PPA in ethyl acetate. The mixture was stirred for 12 h at r.t., extracted 3× with 250 ml water, and the aqueous layers were extracted with 150 ml dichloromethane. After drying the combined organic layers with MgSO4, the solution was evaporated and purified by flash chromatography with d... The reactants are ClC1=CC(=C(CN2N=CC3=CC(=CC=C23)\C=C/2\C(NC(S2)=O)=O)C=C1)C(F)(F)F ((5Z)-5-({1-[4-chloro-2-(trifluoromethyl)benzyl]-1H-indazol-5-yl}methylidene)-2,4-dioxo-1,3-thiazolidine), OC1CN2CCC1CC2 (3-hydroxy-1-azabicyclo[2.2.2]octane). The product is N12CC(C(CC1)CC2)N2C(S\C(\C2=O)=C/C=2C=C1C=NN(C1=CC2)CC2=C(C=C(C=C2)Cl)C(F)(F)F)=O ((5Z)-3-(1-Azabicyclo[2.2.2]oct-3-yl)-5-({1-[4-chloro-2-(trifluoromethyl)benzyl]-1H-indazol-5-yl}methylidene)-1,3-thiazolidine-2,4-dione). RXN SMILES: [Cl:1][C:2]1[CH:25]=[CH:24][C:5]([CH2:6][N:7]2[C:15]3[C:10](=[CH:11][C:12](/[CH:16]=[C:17]4/[C:18](=[O:23])[NH:19][C:20](=[O:22])[S:21]/4)=[CH:13][CH:14]=3)[CH:9]=[N:8]2)=[C:4]([C:26]([F:29])([F:28])[F:27])[CH:3]=1.O[CH:31]1[CH:36]2[CH2:37][CH2:38][N:33]([CH2:34][CH2:35]2)[CH2:32]1>>[N:33]12[CH2:38][CH2:37][CH:36]([CH2:35][CH2:34]1)[CH:31]([N:19]1[C:18](=[O:23])/[C:17](=[CH:16]/[C:12]3[CH:11]=[C:10]4[C:15](=[CH:14][CH:13]=3)[N:7]([CH2:6][C:5]3[CH:24]=[CH:25][C:2]([Cl:1])=[CH:3][C:4]=3[C:26]([F:27])([F:29])[F:28])[N:8]=[CH:9]4)/[S:21][C:20]1=[O:22])[CH2:32]2. Procedure details: (5Z)-3-(1-Azabicyclo[2.2.2]oct-3-yl)-5-({1-[4-chloro-2-(trifluoromethyl)benzyl]-1H-indazol-5-yl}methylidene)-1,3-thiazolidine-2,4-dione was prepared from [(5Z)-5-({1-[4-chloro-2-(trifluoromethyl)benzyl]-1H-indazol-5-yl}methylidene)-2,4-dioxo-1,3-thiazolidine (from Example 1) and 3-hydroxy-1-azabicyclo[2.2.2]octane following General Procedure J.